From a dataset of the Open Reaction Database (ORD), a public repository of structured organic reaction records. describe an organic reaction: reactants, conditions, products, and yield Run in CO (MeOH), CO (MeOH). Reaction SMILES: [C:1]1([C:7]2[O:8][CH:9]=[C:10]([CH2:12][CH2:13][O:14][C:15]3[CH:20]=[CH:19][C:18]([CH2:21][C:22]4[NH:26]C(=O)[O:24][N:23]=4)=[CH:17][CH:16]=3)[N:11]=2)[CH:6]=[CH:5][CH:4]=[CH:3][CH:2]=1.NO.Cl.N=O>CO>[OH:24][NH:23][C:22](=[NH:26])[CH2:21][C:18]1[CH:17]=[CH:16][C:15]([O:14][CH2:13][CH2:12][C:10]2[N:11]=[C:7]([C:1]3[CH:2]=[CH:3][CH:4]=[CH:5][CH:6]=3)[O:8][CH:9]=2)=[CH:20][CH:19]=1 |f:1.2|. Procedure details: Preparation of: 3-[(4-(2-(2-Phenyl-4-oxazolyl)ethoxy)phenyl)methyl]1,2,4-oxadiazolin-5-one. ##STR28## Part A Preparation of: ##STR29## To a cooled (0° C.) solution of 0.88 g of Na in 80 mL of anhydrous MeOH was added 2.67 g of NH2OH HCl followed by a solution of the iminoether of Example 12 Part C Method 2 in 100 mL of anhydrous MeOH. The reaction mixture was allowed to warm to 25° C. and was stirred for 18 hours. The residue, after removal of solvent, was partitioned between 200 mL of H2O and 7... Product: ONC(CC1=CC=C(C=C1)OCCC=1N=C(OC1)C1=CC=CC=C1)=N (N-hydroxy-4-[2-(2-phenyl-4-oxazolyl)ethoxy]benzeneethanimidamide). The reactants are C1(=CC=CC=C1)C=1OC=C(N1)CCOC1=CC=C(C=C1)CC1=NOC(N1)=O (3-[(4-(2-(2-Phenyl-4-oxazolyl)ethoxy)phenyl)methyl]1,2,4-oxadiazolin-5-one), Na, N=O (iminoether), NO.Cl (NH2OH HCl). Conditions: temperature 25 celsius, time 18 hour. The reactants are [OH-].[Li+] (lithium hydroxide), [OH-].[Li+] (lithium hydroxide), Cl (hydrochloric acid), COC(CCNC(C1=CC=C(C=C1)CN(C(=O)NC1=CC(=CC=C1)Br)C1=CC=C(C=C1)C1=CCCCC1)=O)=O (3-{4-[3-(3-Bromophenyl)-1-(4-cyclohex-1-enylphenyl)ureidomethyl]benzoylamino}propionic acid methyl ester). The solvent is O (water), O (water), C1CCOC1 (THF). Conditions: time 16 hour. Yields the product BrC=1C=C(C=CC1)NC(N(C1=CC=C(C=C1)C1=CCCCC1)CC1=CC=C(C(=O)NCCC(=O)O)C=C1)=O (3-{4-[3-(3-bromophenyl)-1-(4-cyclohex-1-enylphenyl)ureidomethyl]benzoylamino}propionic acid). The yield is 60.7%. As a reaction SMILES: C[O:2][C:3](=[O:39])[CH2:4][CH2:5][NH:6][C:7](=[O:38])[C:8]1[CH:13]=[CH:12][C:11]([CH2:14][N:15]([C:26]2[CH:31]=[CH:30][C:29]([C:32]3[CH2:37][CH2:36][CH2:35][CH2:34][CH:33]=3)=[CH:28][CH:27]=2)[C:16]([NH:18][C:19]2[CH:24]=[CH:23][CH:22]=[C:21]([Br:25])[CH:20]=2)=[O:17])=[CH:10][CH:9]=1.[OH-].[Li+].Cl>C1COCC1.O>[Br:25][C:21]1[CH:20]=[C:19]([NH:18][C:16](=[O:17])[N:15]([CH2:14][C:11]2[CH:10]=[CH:9][C:8]([C:7]([NH:6][CH2:5][CH2:4][C:3]([OH:39])=[O:2])=[O:38])=[CH:13][CH:12]=2)[C:26]2[CH:27]=[CH:28][C:29]([C:32]3[CH2:37][CH2:36][CH2:35][CH2:34][CH:33]=3)=[CH:30][CH:31]=2)[CH:24]=[CH:23][CH:22]=1 |f:1.2|. Procedure details: 3-{4-[3-(3-Bromophenyl)-1-(4-cyclohex-1-enylphenyl)ureidomethyl]benzoylamino}propionic acid methyl ester (0.64 g, 1.08 mmol) was dissolved in THF (10 ml) and lithium hydroxide (0.043 g, 1.08 mmol) in water (1 ml) was added and the resulting mixture was stirred at room temperature for 16 hours. More lithium hydroxide (0.043 g, 1.08 mmol) in water (1 ml) was added and, after 4 hours, 1N hydrochloric acid (2.2 ml) was added. The mixture was concentrated in vacuo and the residue was triturated with ...